Dataset: the Open Reaction Database (ORD), a public repository of structured organic reaction records. Task: describe an organic reaction: reactants, conditions, products, and yield Starting materials: ClC=1C=C(CNC2=NC(=NC(=N2)OCC(F)(F)F)NC2=CC=C(C(=O)OC(C)(C)C)C=C2)C=CC1O (tert-butyl 4-((4-((3-chloro-4-hydroxybenzyl)amino)-6-(2,2,2-trifluoroethoxy)-1,3,5-triazin-2-yl)amino)benzoate), C([O-])([O-])=O.[K+].[K+] (potassium carbonate), BrCCCBr (1,3-dibromopropane). Solvent: CC(=O)C (acetone). Run at time 2.5 hour. The product is BrCCCOC1=C(C=C(CNC2=NC(=NC(=N2)OCC(F)(F)F)NC2=CC=C(C(=O)OC(C)(C)C)C=C2)C=C1)Cl (tert-butyl 4-((4-((4-(3-bromopropoxy)-3-chlorobenzyl)amino)-6-(2,2,2-trifluoroethoxy)-1,3,5-triazin-2-yl)amino)benzoate). The yield is 77.8%. RXN SMILES: [Cl:1][C:2]1[CH:3]=[C:4]([CH:33]=[CH:34][C:35]=1[OH:36])[CH2:5][NH:6][C:7]1[N:12]=[C:11]([O:13][CH2:14][C:15]([F:18])([F:17])[F:16])[N:10]=[C:9]([NH:19][C:20]2[CH:32]=[CH:31][C:23]([C:24]([O:26][C:27]([CH3:30])([CH3:29])[CH3:28])=[O:25])=[CH:22][CH:21]=2)[N:8]=1.C(=O)([O-])[O-].[K+].[K+].[Br:43][CH2:44][CH2:45][CH2:46]Br>CC(C)=O>[Br:43][CH2:44][CH2:45][CH2:46][O:36][C:35]1[CH:34]=[CH:33][C:4]([CH2:5][NH:6][C:7]2[N:12]=[C:11]([O:13][CH2:14][C:15]([F:17])([F:16])[F:18])[N:10]=[C:9]([NH:19][C:20]3[CH:32]=[CH:31][C:23]([C:24]([O:26][C:27]([CH3:29])([CH3:30])[CH3:28])=[O:25])=[CH:22][CH:21]=3)[N:8]=2)=[CH:3][C:2]=1[Cl:1] |f:1.2.3|. Procedure: To a dry 30 mL vial equipped with a stir bar was added tert-butyl 4-((4-((3-chloro-4-hydroxybenzyl)amino)-6-(2,2,2-trifluoroethoxy)-1,3,5-triazin-2-yl)amino)benzoate (1.80 g, 3.18 mmol), potassium carbonate (1.32 g, 9.55 mmol) and acetone (16 mL). To the mixture was added 1,3-dibromopropane (3.37 ml, 25.5 mmol). The vial was placed in a 60° C. heating block with stirring for 2.5 h. The mixture was cooled to room temperature and then concentrated in vacuo. The resulting solid residue was subjecte...